This data is from the Open Reaction Database (ORD), a public repository of structured organic reaction records. The task is: describe an organic reaction: reactants, conditions, products, and yield Product: OC[C@@H]1N=C(OC1)C1=CC=C(C=C1)C1=C(C=C(C=C1)N1CO[C@H](C1)CC(C(=O)N)=O)F ((S)-3-(4-(4-(4(S)-hydroxymethyl-4,5-dihydrooxazol-2-yl)phenyl)-3-fluorophenyl)-2-oxo-5-oxazolidinylmethyl acetamide). Reaction SMILES: [OH:1][CH2:2][C@H:3]1[CH2:7][O:6][C:5]([C:8]2[CH:13]=[CH:12][C:11](Br)=[CH:10][CH:9]=2)=[N:4]1.C[Sn](C)(C)[C:17]1[CH:22]=[CH:21][C:20]([N:23]2[CH2:27][C@H:26]([CH2:28][C:29](=[O:33])[C:30]([NH2:32])=[O:31])[O:25][CH2:24]2)=[CH:19][C:18]=1[F:34]>>[OH:1][CH2:2][C@H:3]1[CH2:7][O:6][C:5]([C:8]2[CH:13]=[CH:12][C:11]([C:17]3[CH:22]=[CH:21][C:20]([N:23]4[CH2:27][C@H:26]([CH2:28][C:29](=[O:33])[C:30]([NH2:32])=[O:31])[O:25][CH2:24]4)=[CH:19][C:18]=3[F:34])=[CH:10][CH:9]=2)=[N:4]1. Procedure details: The same procedure as in Example 1 was conducted, except for adding 4-(4(S)-hydroxymethyl-4,5-dihydrooxazol-2-yl)-bromobenzene and using (S)-3-(4-trimethylstannyl-3-fluorophenyl)-2-oxo-5-oxazolidinylmethyl acetamide as a starting material, to obtain the title compound. The reactants are OC[C@@H]1N=C(OC1)C1=CC=C(C=C1)Br (4-(4(S)-hydroxymethyl-4,5-dihydrooxazol-2-yl)-bromobenzene), C[Sn](C1=C(C=C(C=C1)N1CO[C@H](C1)CC(C(=O)N)=O)F)(C)C ((S)-3-(4-trimethylstannyl-3-fluorophenyl)-2-oxo-5-oxazolidinylmethyl acetamide). Starting materials: [OH-].[K+] (KOH), NC1=C(C=CC=C1Cl)S (2-amino-3-chlorobenzenthiol), ClC1=C(C(=CC=C1)[N+](=O)[O-])Cl (1,2-dichloro-3-nitrobenzene). The solvent is CCO (EtOH), CCO (EtOH). Product: ClC1=C(N)C(=CC=C1)SC1=C(C=CC=C1[N+](=O)[O-])Cl (2-Chloro-6-(2-chloro-6-nitrophenylthio)aniline). As a reaction SMILES: [NH2:1][C:2]1[C:7]([Cl:8])=[CH:6][CH:5]=[CH:4][C:3]=1[SH:9].[OH-].[K+].[Cl:12][C:13]1[CH:18]=[CH:17][CH:16]=[C:15]([N+:19]([O-:21])=[O:20])[C:14]=1Cl>CCO>[Cl:8][C:7]1[CH:6]=[CH:5][CH:4]=[C:3]([S:9][C:14]2[C:15]([N+:19]([O-:21])=[O:20])=[CH:16][CH:17]=[CH:18][C:13]=2[Cl:12])[C:2]=1[NH2:1] |f:1.2|. Procedure details: The 2-amino-3-chlorobenzenthiol (550 mg, 3.95 mmol) was dissolved in EtOH (10 mL) followed by KOH (220 mg, 3.95 mmol). To this mixture was added a solution of 1,2-dichloro-3-nitrobenzene (760 mg, 3.95 mmol) in EtOH (10 mL). The resulting reaction mixture was refluxed for 8 h to 12 h. The reaction was allowed to cool to room temperature and the residue was extracted with EtOAc and 1 mol dm−3 H3PO4. The organic layer was dried over MgSO4, filtered and evaporated to give a crude material. This crud... The reactants are [K+], O=[N+]([O-])[O-], Oc1nc2ccc3cccnc3c2nc1O, O=S(=O)(O)O. Yields the product O=[N+]([O-])c1cc2nc(O)c(O)nc2c2ncccc12. As a reaction SMILES: [K+:17].[O-:18][N+:19]([O-:20])=[O:21].[OH:1][c:2]1[c:3]([OH:16])[n:4][c:5]2[cH:6][cH:7][c:8]3[c:9]([c:10]2[n:11]1)[n:12][cH:13][cH:14][cH:15]3.[S:22](=[O:23])(=[O:24])([OH:25])[OH:26]>>[OH:1][c:2]1[c:3]([OH:16])[n:4][c:5]2[cH:6][c:7]([N+:19](=[O:18])[O-:20])[c:8]3[c:9]([c:10]2[n:11]1)[n:12][cH:13][cH:14][cH:15]3. Starting materials: O=C(Cc1cccc(Br)c1)N1CCN(CCO)CC1, COc1ccc(CN(Cc2ccc(OC)cc2)c2ncc(-c3nc(N4CCOCC4)nc4c3CCN4)cn2)cc1, COc1ccc(CN(Cc2ccc(OC)cc2)c2ncc(-c3nc(N4CCOCC4)nc4c3CCN4c3cccc(CC(=O)N4CCN(CCO)CC4)c3)cn2)cc1. Product: Nc1ncc(-c2nc(N3CCOCC3)nc3c2CCN3c2cccc(CC(=O)N3CCN(CCO)CC3)c2)cn1. Reaction SMILES: [Br:41][c:42]1[cH:43][c:44]([CH2:45][C:46]([N:47]2[CH2:48][CH2:49][N:50]([CH2:51][CH2:52][OH:53])[CH2:54][CH2:55]2)=[O:56])[cH:57][cH:58][cH:59]1.[CH3:1][O:2][c:3]1[cH:4][cH:5][c:6]([CH2:7][N:8]([CH2:9][c:10]2[cH:11][cH:12][c:13]([O:14][CH3:15])[cH:16][cH:17]2)[c:18]2[n:19][cH:20][c:21](-[c:22]3[c:23]4[c:27]([n:28][c:29]([N:30]5[CH2:31][CH2:32][O:33][CH2:34][CH2:35]5)[n:36]3)[NH:26][CH2:25][CH2:24]4)[cH:37][n:38]2)[cH:39][cH:40]1.[CH3:60][O:61][c:62]1[cH:63][cH:64][c:65]([CH2:66][N:67]([c:68]2[n:69][cH:70][c:71](-[c:74]3[c:75]4[c:76]([n:77][c:78]([N:80]5[CH2:81][CH2:82][O:83][CH2:84][CH2:85]5)[n:79]3)[N:86]([c:89]3[cH:90][c:91]([CH2:95][C:96](=[O:97])[N:98]5[CH2:99][CH2:100][N:101]([CH2:104][CH2:105][OH:106])[CH2:102][CH2:103]5)[cH:92][cH:93][cH:94]3)[CH2:87][CH2:88]4)[cH:72][n:73]2)[CH2:107][c:108]2[cH:109][cH:110][c:111]([O:112][CH3:113])[cH:114][cH:115]2)[cH:116][cH:117]1>>[NH2:67][c:68]1[n:69][cH:70][c:71](-[c:74]2[c:75]3[c:76]([n:77][c:78]([N:80]4[CH2:81][CH2:82][O:83][CH2:84][CH2:85]4)[n:79]2)[N:86]([c:89]2[cH:90][c:91]([CH2:95][C:96](=[O:97])[N:98]4[CH2:99][CH2:100][N:101]([CH2:104][CH2:105][OH:106])[CH2:102][CH2:103]4)[cH:92][cH:93][cH:94]2)[CH2:87][CH2:88]3)[cH:72][n:73]1. Product: CCCn1c(=O)c2[nH]c(C34CCCC(C=CC(=O)O)(CC3)C4)nc2n(CCC)c1=O. As a reaction SMILES: [CH2:35]1[O:36][CH2:37][CH2:38][CH2:39]1.[CH3:1][O:2][C:3]([CH:4]=[CH:5][C:6]12[CH2:7][CH2:8][CH2:9][C:10]([c:14]3[n:15][c:16]4[n:17]([CH2:28][CH2:29][CH3:30])[c:18](=[O:27])[n:19]([CH2:24][CH2:25][CH3:26])[c:20](=[O:23])[c:21]4[nH:22]3)([CH2:11][CH2:12]1)[CH2:13]2)=[O:31].[ClH:34].[Li+:33].[OH-:32].[OH2:40]>>[O:2]=[C:3]([CH:4]=[CH:5][C:6]12[CH2:7][CH2:8][CH2:9][C:10]([c:14]3[n:15][c:16]4[n:17]([CH2:28][CH2:29][CH3:30])[c:18](=[O:27])[n:19]([CH2:24][CH2:25][CH3:26])[c:20](=[O:23])[c:21]4[nH:22]3)([CH2:11][CH2:12]1)[CH2:13]2)[OH:31]. The reactants are C1CCOC1, CCCn1c(=O)c2[nH]c(C34CCCC(C=CC(=O)OC)(CC3)C4)nc2n(CCC)c1=O, Cl, [Li+], [OH-], O. The reactants are [Al+3], O=C(O)c1cc(Br)c(OCc2ccccc2)cc1OCc1ccccc1, [H-], [H-], [H-], [H-], [Li+], C1CCOC1. Product: OCc1cc(Br)c(OCc2ccccc2)cc1OCc1ccccc1. RXN SMILES: [Al+3:28].[CH2:1]([c:2]1[cH:3][cH:4][cH:5][cH:6][cH:7]1)[O:8][c:9]1[c:10]([C:11](=[O:12])[OH:13])[cH:14][c:15]([Br:26])[c:16]([O:18][CH2:19][c:20]2[cH:21][cH:22][cH:23][cH:24][cH:25]2)[cH:17]1.[H-:27].[H-:30].[H-:31].[H-:32].[Li+:29].[O:33]1[CH2:34][CH2:35][CH2:36][CH2:37]1>>[CH2:1]([c:2]1[cH:3][cH:4][cH:5][cH:6][cH:7]1)[O:8][c:9]1[c:10]([CH2:11][OH:12])[cH:14][c:15]([Br:26])[c:16]([O:18][CH2:19][c:20]2[cH:21][cH:22][cH:23][cH:24][cH:25]2)[cH:17]1. Starting materials: COC(/C=C(\C)/[O-])=O.[Na+] (Sodium (2E)-4-methoxy-4-oxo-2-buten-2-olate), [I-].[K+] (potassium iodide), C(CCCCC)Br (hexyl bromide). Yields the product C(C)(=O)C(C(=O)OC)CCCCCC (methyl 2-acetyloctanoate). Reaction SMILES: [CH3:1][O:2][C:3](=[O:8])/[CH:4]=[C:5](/[O-:7])\[CH3:6].[Na+].[I-].[K+].[CH2:12](Br)[CH2:13][CH2:14][CH2:15][CH2:16][CH3:17]>>[C:5]([CH:4]([CH2:12][CH2:13][CH2:14][CH2:15][CH2:16][CH3:17])[C:3]([O:2][CH3:1])=[O:8])(=[O:7])[CH3:6] |f:0.1,2.3|. Reported procedure: Analogously to Example 14A, 30 g (217 mmol) of sodium (2E)-4-methoxy-4-oxo-2-buten-2-olate (Example 13A) and 1.24 g (7.5 mmol) of potassium iodide are reacted with 37.7 g (228 mmol) of hexyl bromide to give methyl 2-acetyloctanoate. The reactants are CC1=COC2=C1C(=C(C=C2F)CCC)O (3-methyl-4-hydroxy-5-propyl-7-fluorobenzofuran), C(C1=CC=C(C=C1)OC)(=O)Cl (p-anisoyl chloride), [Cl-].[Al+3].[Cl-].[Cl-] (aluminium chloride). Run in C(CCl)Cl (dichloroethylene), C(CCl)Cl (ethylene dichloride), C(CCl)Cl (ethylene dichloride). Conditions: time 10 minute. The product is COC1=CC=C(C(=O)C=2OC3=C(C2C)C(=C(C=C3F)CCC)OC(C3=CC=C(C=C3)OC)=O)C=C1 (2-(p-methoxybenzoyl)-3-methyl-4-(p-methoxybenzoyloxy)-5-propyl-7-fluorobenzofuran). Yield: 65.2%. Reaction SMILES: [C:1](Cl)(=[O:10])[C:2]1[CH:7]=[CH:6][C:5]([O:8][CH3:9])=[CH:4][CH:3]=1.[Cl-].[Al+3].[Cl-].[Cl-].[CH3:16][C:17]1[C:21]2[C:22]([OH:30])=[C:23]([CH2:27][CH2:28][CH3:29])[CH:24]=[C:25]([F:26])[C:20]=2[O:19][CH:18]=1>C(Cl)CCl>[CH3:9][O:8][C:5]1[CH:6]=[CH:7][C:2]([C:1]([C:18]2[O:19][C:20]3[C:25]([F:26])=[CH:24][C:23]([CH2:27][CH2:28][CH3:29])=[C:22]([O:30][C:1](=[O:10])[C:2]4[CH:7]=[CH:6][C:5]([O:8][CH3:9])=[CH:4][CH:3]=4)[C:21]=3[C:17]=2[CH3:16])=[O:10])=[CH:3][CH:4]=1 |f:1.2.3.4|. Procedure details: A solution of p-anisoyl chloride (2.70 gm; 15.5 mmoles) in ethylene dichloride (10 mL) was added slowly to a cooled suspension of aluminium chloride (3.0 gm; 21.8 mmoles) in ethylene dichloride (100 mL). After stirring for a period of 10 minutes, 3-methyl-4-hydroxy-5-propyl-7-fluorobenzofuran (0.79 gm; 3.8 mmoles) in dichloroethylene (5 mL) was added over a period of 2 minutes. The reaction mixture was stirred at room temperature for 1 hour. It was cooled with an ice bath and ice was added slowl...